This data is from the Open Reaction Database (ORD), a public repository of structured organic reaction records. The task is: describe an organic reaction: reactants, conditions, products, and yield Reactants: CN(S(=O)(=O)N1CCN(CC1)CC1=CC=2N=C(N=C(C2S1)N1CCOCC1)Cl)C (4-(2-Chloro-4-morpholin-4-yl-thieno[3,2-d]pyrimidin-6-ylmethyl)-piperazine-1-sulfonic acid dimethylamide), NC1=NC=C(C=C1)B1OC(C(O1)(C)C)(C)C (2-amino-5-(4,4,5,5-tetramethyl-1,3,2-dioxaborolan-2-yl)pyridine). The product is O1CCN(CC1)C=1C2=C(N=C(N1)C=1C=CC(=NC1)N)C=C(S2)CN2CCN(CC2)S(=O)(=O)N(C)C (5-(4-morpholino-6-((4-N-dimethylaminosulfonylpiperazin-1-yl)methyl)thieno[3,2-d]pyrimidin-2-yl)pyridin-2-amine). Reaction SMILES: [CH3:1][N:2]([CH3:29])[S:3]([N:6]1[CH2:11][CH2:10][N:9]([CH2:12][C:13]2[S:21][C:20]3[C:19]([N:22]4[CH2:27][CH2:26][O:25][CH2:24][CH2:23]4)=[N:18][C:17](Cl)=[N:16][C:15]=3[CH:14]=2)[CH2:8][CH2:7]1)(=[O:5])=[O:4].[NH2:30][C:31]1[CH:36]=[CH:35][C:34](B2OC(C)(C)C(C)(C)O2)=[CH:33][N:32]=1>>[O:25]1[CH2:26][CH2:27][N:22]([C:19]2[C:20]3[S:21][C:13]([CH2:12][N:9]4[CH2:10][CH2:11][N:6]([S:3]([N:2]([CH3:29])[CH3:1])(=[O:5])=[O:4])[CH2:7][CH2:8]4)=[CH:14][C:15]=3[N:16]=[C:17]([C:34]3[CH:35]=[CH:36][C:31]([NH2:30])=[N:32][CH:33]=3)[N:18]=2)[CH2:23][CH2:24]1. Procedure: 4-(2-Chloro-4-morpholin-4-yl-thieno[3,2-d]pyrimidin-6-ylmethyl)-piperazine-1-sulfonic acid dimethylamide was reacted with 2-amino-5-(4,4,5,5-tetramethyl-1,3,2-dioxaborolan-2-yl)pyridine in General Procedure A. Purification on silica yielded 111. NMR (CDCl3): 2.50-2.54 (4H, m, CH2), 2.74 (6H, s, Me), 3.21-3.24 (4H, m, CH2), 3.75 (2 H, s, CH2), 3.78-3.82 (4H, m, CH2), 3.95-3.98 (4H, m, CH2), 4.58 (2H, br s, NH2), 6.50 (1 H, d, J 8.6, Ar), 7.17 (1H, s, Ar), 8.38 (1H, dd, J 8.6 and 1.8, Ar) and 9.12... The reactants are C(=O)(OCC1=CC=CC=C1)N1[C@H](C=O)CCC1 (N-Cbz-L-prolinal), C1(=CC=CC=C1)P(=CC(C)=O)(C1=CC=CC=C1)C1=CC=CC=C1 (1-triphenylphosphoranylidene-2-propanone). The solvent is C1=CC=CC=C1 (benzene). Yields the product C(=O)(OCC1=CC=CC=C1)N1C(CCC1)C=CC(C)=O (1-(N-Cbz-2-pyrrolidinyl)-1-buten-3-one). Yield: 59.6%. RXN SMILES: [C:1]([N:11]1[CH2:17][CH2:16][CH2:15][C@H:12]1[CH:13]=O)([O:3][CH2:4][C:5]1[CH:10]=[CH:9][CH:8]=[CH:7][CH:6]=1)=[O:2].C1(P(C2C=CC=CC=2)(C2C=CC=CC=2)=[CH:25][C:26](=[O:28])[CH3:27])C=CC=CC=1>C1C=CC=CC=1>[C:1]([N:11]1[CH2:17][CH2:16][CH2:15][CH:12]1[CH:13]=[CH:25][C:26](=[O:28])[CH3:27])([O:3][CH2:4][C:5]1[CH:10]=[CH:9][CH:8]=[CH:7][CH:6]=1)=[O:2]. Procedure: To a stirred solution of N-Cbz-L-prolinal (6.3 g, 27 mmol, from step 24d above) in 30 mL of benzene was added 9.42 g (29.6 mmol) of 1-triphenylphosphoranylidene-2-propanone (Aldrich) at room temperature. The reaction mixture was heated to reflux for 4 hr. The benzene was removed under vacuum, and the residue was dissolved in ether and cooled for 16 hr. The phosphine oxide by product was removed by filtration, and the solution was further purified by column chromatography on silica gel, eluting w... Starting materials: C1(CC1)NS(=O)(=O)C=1C=C(C(=O)OCC[Si](C)(C)C)C=CC1 (2-(trimethylsilyl)ethyl 3-(cyclopropylsulfamoyl)benzoate), BrCCCC(=O)OCC (ethyl 4-bromobutyrate), C([O-])([O-])=O.[K+].[K+] (potassium carbonate), CN(C)C=O (DMF). Solvent: O (water). Run at temperature 80 celsius, time 8 hour. The product is C1(CC1)N(S(=O)(=O)C=1C=C(C(=O)OCC[Si](C)(C)C)C=CC1)CCCC(=O)OCC (2-(trimethylsilyl)ethyl 3-[cyclopropyl(4-ethoxy-4-oxobutyl)sulfamoyl]benzoate). Yield: 87.7%. RXN SMILES: [CH:1]1([NH:4][S:5]([C:8]2[CH:9]=[C:10]([CH:20]=[CH:21][CH:22]=2)[C:11]([O:13][CH2:14][CH2:15][Si:16]([CH3:19])([CH3:18])[CH3:17])=[O:12])(=[O:7])=[O:6])[CH2:3][CH2:2]1.Br[CH2:24][CH2:25][CH2:26][C:27]([O:29][CH2:30][CH3:31])=[O:28].C(=O)([O-])[O-].[K+].[K+].CN(C=O)C>O>[CH:1]1([N:4]([CH2:24][CH2:25][CH2:26][C:27]([O:29][CH2:30][CH3:31])=[O:28])[S:5]([C:8]2[CH:9]=[C:10]([CH:20]=[CH:21][CH:22]=2)[C:11]([O:13][CH2:14][CH2:15][Si:16]([CH3:17])([CH3:18])[CH3:19])=[O:12])(=[O:7])=[O:6])[CH2:3][CH2:2]1 |f:2.3.4|. Procedure: A mixture of 2.12 g of 2-(trimethylsilyl)ethyl 3-(cyclopropylsulfamoyl)benzoate, 1.45 g of ethyl 4-bromobutyrate, 2.57 g of potassium carbonate, and 21 mL of DMF was stirred at 80° C. overnight. To the reaction mixture was added water, followed by extraction with ethyl acetate. The organic layer was washed with water and saturated brine in this order, then dried over anhydrous sodium sulfate, and concentrated under reduced pressure. The residue was purified by silica gel column chromatography (h... Reactants: CN(C(C)=O)C1=CC(=CC=C1)S(=O)(=O)C1=CC=C(C=C1)[N+](=O)[O-] (N-methyl-N-[3-(4-nitrobenzenesulphonyl)-phenyl]-acetamide). Reagents/catalysts: [Pd] (Pd/C). The solvent is C(C)O (ethanol). Conditions: time 2 hour. Product: NC1=CC=C(C=C1)S(=O)(=O)C=1C=C(C=CC1)N(C(C)=O)C (N-[3-(4-amino-benzenesulphonyl)-phenyl]-N-methyl-acetamide). The yield is 87.3%. RXN SMILES: [CH3:1][N:2]([C:6]1[CH:11]=[CH:10][CH:9]=[C:8]([S:12]([C:15]2[CH:20]=[CH:19][C:18]([N+:21]([O-])=O)=[CH:17][CH:16]=2)(=[O:14])=[O:13])[CH:7]=1)[C:3](=[O:5])[CH3:4]>C(O)C.[Pd]>[NH2:21][C:18]1[CH:19]=[CH:20][C:15]([S:12]([C:8]2[CH:7]=[C:6]([N:2]([CH3:1])[C:3](=[O:5])[CH3:4])[CH:11]=[CH:10][CH:9]=2)(=[O:13])=[O:14])=[CH:16][CH:17]=1. Procedure: 1.50 g (0.00448 mol) of N-methyl-N-[3-(4-nitrobenzenesulphonyl)-phenyl]-acetamide were suspended in 150 ml of ethanol, treated with 0.15 g of Pd/C (10%) and stirred in a H2 atmosphere at room temperature under normal pressure for 2 hrs. Then, the catalyst was filtered off, the filtrate was freed from solvent and the residue was chromatographed on silica gel with ethyl acetate/hexane 2:1. There were obtained 1.19 g (87%) of N-[3-(4-amino-benzenesulphonyl)-phenyl]-N-methyl-acetamide as white cryst... Reactants: CCOC(CCc1c(N(C(C)=O)C(C)=O)nc(NC(C)=O)[nH]c1=O)OCC, O. Yields the product CC(=O)Nc1nc(N(C(C)=O)C(C)=O)c(CCC=O)c(=O)[nH]1. RXN SMILES: [CH2:1]([O:3][CH:4]([O:2][CH2:25][CH3:26])[CH2:5][CH2:6][c:7]1[c:8]([N:18]([C:19]([CH3:20])=[O:21])[C:22]([CH3:23])=[O:24])[n:9][c:10]([NH:14][C:15]([CH3:16])=[O:17])[nH:11][c:12]1=[O:13])[CH3:27].[OH2:28]>>[O:3]=[CH:4][CH2:5][CH2:6][c:7]1[c:8]([N:18]([C:19]([CH3:20])=[O:21])[C:22]([CH3:23])=[O:24])[n:9][c:10]([NH:14][C:15]([CH3:16])=[O:17])[nH:11][c:12]1=[O:13]. Starting materials: [Cl-].[Zr+4].[Cl-].[Cl-].[Cl-] (zirconium chloride), B(O)(O)O (Boric acid), [Mg] (Magnesium). The product is [B].[B].[B].[B].[B].[B].[B].[B].[B].[B].[B].[B].[Zr] (zirconium boride). As a reaction SMILES: [Cl-].[Zr+4:2].[Cl-].[Cl-].[Cl-].[B:6](O)(O)O.[Mg]>>[B:6].[B:6].[B:6].[B:6].[B:6].[B:6].[B:6].[B:6].[B:6].[B:6].[B:6].[B:6].[Zr:2] |f:0.1.2.3.4,7.8.9.10.11.12.13.14.15.16.17.18.19|. Procedure details: Accordingly, the present invention provides an improved process for the production of zirconium boride, which comprises mixing powders of zirconium chloride in the range of 20-25% wt, Boric acid (H3BO3) in the range of 35-44 wt % and small cut turnings Magnesium (Mg) in the range of 33-40 wt % and pelletising the mixture so prepared, igniting the prepared pellets under inert atmosphere and leaching the resultant product (ZrB2 and MgO) with leachant to obtain zirconium boride. Reactants: C(C1=CC=CC=C1)OC1=C(C=CC(=C1)\C=C\[C@H]1N(CC2=CC=CC=C2C1)S(=O)(=O)C)N1CC(N(S1(=O)=O)CC[Si](C)(C)C)=O (5-{2-benzyloxy-4-[(E)-2-((S)-2-methanesulfonyl-1,2,3,4-tetrahydroisoquinolin-3-yl)-vinyl]-phenyl}-1,1-dioxo-2-(2-trimethylsilanylethyl)-1,2,5-thiadiazolidin-3-one), [F-].[Cs+] (CsF). Solvent: CCOC(=O)C (EtOAc), CN(C)C=O (DMF). Reaction conditions: temperature 60 celsius, time 1.25 hour. The product is C(C1=CC=CC=C1)OC1=C(C=CC(=C1)\C=C\[C@H]1N(CC2=CC=CC=C2C1)S(=O)(=O)C)N1CC(NS1(=O)=O)=O (5-{2-Benzyloxy-4-[(E)-2-((S)-2-methanesulfonyl-1,2,3,4-tetrahydroisoquinolin-3-yl)-vinyl]-phenyl}-1,1-dioxo-1,2,5-thiadiazolidin-3-one). As a reaction SMILES: [CH2:1]([O:8][C:9]1[CH:14]=[C:13](/[CH:15]=[CH:16]/[C@@H:17]2[CH2:26][C:25]3[C:20](=[CH:21][CH:22]=[CH:23][CH:24]=3)[CH2:19][N:18]2[S:27]([CH3:30])(=[O:29])=[O:28])[CH:12]=[CH:11][C:10]=1[N:31]1[S:35](=[O:37])(=[O:36])[N:34](CC[Si](C)(C)C)[C:33](=[O:44])[CH2:32]1)[C:2]1[CH:7]=[CH:6][CH:5]=[CH:4][CH:3]=1.[F-].[Cs+]>CN(C=O)C.CCOC(C)=O>[CH2:1]([O:8][C:9]1[CH:14]=[C:13](/[CH:15]=[CH:16]/[C@@H:17]2[CH2:26][C:25]3[C:20](=[CH:21][CH:22]=[CH:23][CH:24]=3)[CH2:19][N:18]2[S:27]([CH3:30])(=[O:29])=[O:28])[CH:12]=[CH:11][C:10]=1[N:31]1[S:35](=[O:36])(=[O:37])[NH:34][C:33](=[O:44])[CH2:32]1)[C:2]1[CH:3]=[CH:4][CH:5]=[CH:6][CH:7]=1 |f:1.2|. Procedure: To a solution of 5-{2-benzyloxy-4-[(E)-2-((S)-2-methanesulfonyl-1,2,3,4-tetrahydroisoquinolin-3-yl)-vinyl]-phenyl}-1,1-dioxo-2-(2-trimethylsilanylethyl)-1,2,5-thiadiazolidin-3-one (0.107 g, 0.164 mmol) in DMF (10 mL) is added CsF (0.980 g, 6.47 mmol). The mixture is stirred at 60° C. for 1.25 h, and then diluted with EtOAc (20 mL) and washed with 1N HCl (2×15 mL), followed by brine (2×15 mL). The organic layer is dried with Na2SO4 and the solvent removed under reduced pressure to give the title ...